This data is from the Open Reaction Database (ORD), a public repository of structured organic reaction records. The task is: describe an organic reaction: reactants, conditions, products, and yield Starting materials: Br\C(=C/C=C\1/N(C2=CC=C(C=C2C1(C)C)S(=O)(=O)[O-])CCCS(=O)(=O)[O-])\C=C\C=1C(C=2C(=[N+](C=C(C2)Cl)CCCS(=O)(=O)[O-])N1)(C)C.[Na+].[Na+] (Sodium (E)-2-((2Z,4E)-3-Bromo-5-(5-chloro-3,3-dimethyl-7-(3-sulfonatopropyl)-3H-pyrrolo[2,3-b]pyridin-7-ium-2-yl)penta-2,4-dienylidene)-3,3-dimethyl-1-(3-sulfonatopropyl)indoline-5-sulfonate), CC1(C(=[N+](C=2C=CC3=C(C12)C=C(C=C3S(=O)(=O)[O-])S(=O)(=O)[O-])CCC(C)S(=O)(=O)[O-])C)C.[Na+].[Na+] (Sodium 1,1,2-Trimethyl-3-(3-sulfonatobutyl)-1H-benzo[e]indolium-6,8-disulfonate). Product: Br/C(/C=C/C1=[N+](C=2C=CC3=C(C2C1(C)C)C=C(C=C3S(=O)(=O)[O-])S(=O)(=O)[O-])CCC(C)S(=O)(=O)[O-])=C\C=C/3\N(C=1C=CC2=C(C1C3(C)C)C=C(C=C2S(=O)(=O)[O-])S(=O)(=O)[O-])CCC(C)S(=O)(=O)[O-].[Na+].[Na+].[Na+].[Na+].[Na+] (Sodium 2-((1E,3Z,5E)-3-Bromo-5-(1,1-dimethyl-6,8-disulfonato-3-(3-sulfonatobutyl)-1H-benzo[e]indol-2(3H)-ylidene)penta-1,3-dienyl)-1,1-dimethyl-3-(3-sulfonatobutyl)-1H-benzo[e]indolium-6,8-disulfonate). As a reaction SMILES: [Br:1]/[C:2](/[CH:27]=C/C1C(C)(C)C2C(N=1)=[N+](CCCS([O-])(=O)=O)C=C(Cl)C=2)=[CH:3]\[CH:4]=[C:5]1\[N:6]([CH2:20][CH2:21]CS([O-])(=O)=O)[C:7]2[C:12]([C:13]\1([CH3:15])[CH3:14])=[CH:11][C:10](S([O-])(=O)=O)=[CH:9][CH:8]=2.[Na+:48].[Na+].[CH3:50][C:51]1([CH3:81])[C:59]2[C:58]3[CH:60]=[C:61]([S:68]([O-:71])(=[O:70])=[O:69])[CH:62]=[C:63]([S:64]([O-:67])(=[O:66])=[O:65])[C:57]=3[CH:56]=[CH:55][C:54]=2[N+:53]([CH2:72][CH2:73][CH:74]([S:76]([O-:79])(=[O:78])=[O:77])[CH3:75])=[C:52]1[CH3:80].[Na+].[Na+]>>[Br:1]/[C:2](=[CH:3]\[CH:4]=[C:5]1\[N:6]([CH2:20][CH2:21][CH:74]([S:76]([O-:79])(=[O:77])=[O:78])[CH3:73])[C:7]2[CH:8]=[CH:9][C:10]3[C:61]([S:68]([O-:71])(=[O:70])=[O:69])=[CH:62][C:63]([S:64]([O-:67])(=[O:65])=[O:66])=[CH:57][C:11]=3[C:12]=2[C:13]\1([CH3:14])[CH3:15])/[CH:27]=[CH:80]/[C:52]1[C:51]([CH3:50])([CH3:81])[C:59]2[C:58]3[CH:60]=[C:61]([S:68]([O-:71])(=[O:69])=[O:70])[CH:62]=[C:63]([S:64]([O-:67])(=[O:65])=[O:66])[C:57]=3[CH:56]=[CH:55][C:54]=2[N+:53]=1[CH2:72][CH2:73][CH:74]([S:76]([O-:79])(=[O:77])=[O:78])[CH3:75].[Na+:48].[Na+:48].[Na+:48].[Na+:48].[Na+:48] |f:0.1.2,3.4.5,6.7.8.9.10.11|. Procedure: Compound 27 is prepared analogously to compound 9 (Example 9), except that compounds 24 and 26 is used as a starting material.